From a dataset of the Open Reaction Database (ORD), a public repository of structured organic reaction records. describe an organic reaction: reactants, conditions, products, and yield Starting materials: O=C1C(CC2CCC(N12)=O)C(=O)O (hexahydro-3,5-dioxo-1H-pyrrolizine-2-carboxylic acid), [OH-].[Ca+2].[OH-] (calcium hydroxide). Solvent: O1CCOCC1 (dioxane). Product: [Ca+2].O=C1C(CC2CCC(N12)=O)C(=O)[O-].O=C1C(CC2CCC(N12)=O)C(=O)[O-] (hexahydro-3,5-dioxo-1H-pyrrolizine-2-carboxylic acid calcium salt), O=C1C(CC2CCC(N12)=O)C(=O)O (hexahydro-3,5-dioxo-1H-pyrrolizine-2-carboxylic acid). RXN SMILES: [O:1]=[C:2]1[N:9]2[CH:5]([CH2:6][CH2:7][C:8]2=[O:10])[CH2:4][CH:3]1[C:11]([OH:13])=[O:12].[OH-].[Ca+2:15].[OH-]>O1CCOCC1>[Ca+2:15].[O:1]=[C:2]1[N:9]2[CH:5]([CH2:6][CH2:7][C:8]2=[O:10])[CH2:4][CH:3]1[C:11]([O-:13])=[O:12].[O:1]=[C:2]1[N:9]2[CH:5]([CH2:6][CH2:7][C:8]2=[O:10])[CH2:4][CH:3]1[C:11]([O-:13])=[O:12].[O:1]=[C:2]1[N:9]2[CH:5]([CH2:6][CH2:7][C:8]2=[O:10])[CH2:4][CH:3]1[C:11]([OH:13])=[O:12] |f:1.2.3,5.6.7|. Reported procedure: A solution of hexahydro-3,5-dioxo-1H-pyrrolizine-2-carboxylic acid (8.3 g, 0.1 mole) in dioxane (200 ml) at 0° C. is treated with 0.1N calcium hydroxide solution (100 ml, 0.1 mole) and the resulting solution of the calcium salt of hexahydro-3,5-dioxo-1H-pyrrolizine-2-carboxylic acid is concentrated at reduced pressure to yield the dry calcium salt of hexahydro-3,5-dioxo-1H-pyrrolizine-2-carboxylic acid. Starting materials: O=C1OCC2=NC(=CC=C21)CCC=O (3-(5-Oxo-5,7-dihydro-furo[3,4-b]pyridin-2-yl)-propionaldehyde), OC1CCNCC1 (4-hydroxypiperidine). Yields the product OC1CCN(CC1)CCCC1=CC=C2C(=N1)COC2=O (2-[3-(4-Hydroxy-piperidin-1-yl)-propyl]-7H-furo[3,4-b]pyridin-5-one). Reaction SMILES: [O:1]=[C:2]1[C:10]2[C:5](=[N:6][C:7]([CH2:11][CH2:12][CH:13]=O)=[CH:8][CH:9]=2)[CH2:4][O:3]1.[OH:15][CH:16]1[CH2:21][CH2:20][NH:19][CH2:18][CH2:17]1>>[OH:15][CH:16]1[CH2:21][CH2:20][N:19]([CH2:13][CH2:12][CH2:11][C:7]2[N:6]=[C:5]3[CH2:4][O:3][C:2](=[O:1])[C:10]3=[CH:9][CH:8]=2)[CH2:18][CH2:17]1. Reported procedure: In a process similar to that described in Preparation 8, 3-(5-Oxo-5,7-dihydro-furo[3,4-b]pyridin-2-yl)-propionaldehyde and 4-hydroxypiperidine are reacted to provide the title compound. Starting materials: CC[O-], COc1c2ccccc2c(C=O)c2ccccc12, O=Cc1c2ccccc2c(Cl)c2ccccc12, [Na+]. The product is CCOc1c2ccccc2c(C=O)c2ccccc12. As a reaction SMILES: [CH3:19][CH2:20][O-:21].[CH3:1][O:2][c:3]1[c:4]2[cH:5][cH:6][cH:7][cH:8][c:9]2[c:10]([CH:17]=[O:18])[c:11]2[cH:12][cH:13][cH:14][cH:15][c:16]12.[Cl:23][c:24]1[c:25]2[c:26]([cH:27][cH:28][cH:29][cH:30]2)[c:31]([CH:32]=[O:33])[c:34]2[c:35]1[cH:36][cH:37][cH:38][cH:39]2.[Na+:22]>>[CH2:1]([O:2][c:3]1[c:4]2[cH:5][cH:6][cH:7][cH:8][c:9]2[c:10]([CH:17]=[O:18])[c:11]2[cH:12][cH:13][cH:14][cH:15][c:16]12)[CH3:19]. The reactants are CC(C)(C)OC(=O)NCCBr, [H-], Ic1nc(I)c(I)[nH]1, [Na+], CN(C)C=O, O. Product: CC(C)(C)OC(=O)NCCn1c(I)nc(I)c1I. RXN SMILES: [C:11](=[O:12])([O:13][C:14]([CH3:15])([CH3:16])[CH3:17])[NH:18][CH2:19][CH2:20][Br:21].[H-:9].[I:1][c:2]1[nH:3][c:4]([I:8])[c:5]([I:7])[n:6]1.[Na+:10].[O:23]=[CH:24][N:25]([CH3:26])[CH3:27].[OH2:22]>>[I:1][c:2]1[n:3]([CH2:20][CH2:19][NH:18][C:11](=[O:12])[O:13][C:14]([CH3:15])([CH3:16])[CH3:17])[c:4]([I:8])[c:5]([I:7])[n:6]1. Starting materials: solid, ClC1=CC(=C(C=C1)C1=NC2=C(N1CC1=CC=C(C=C1)CCC(=O)O)C=C(C(=C2)F)F)OCC2CCCC2 (3-{4-[2-(4-Chloro-2-cyclopentylmethoxy-phenyl)-5,6-difluoro-benzoimidazol-1-ylmethyl]-phenyl}-propionic acid), ClC1=CC(=C(C=C1)C1=NC2=C(N1CC=1C=C(C(=O)O)C=CC1)C=C(C(=C2)F)F)OCC2CCCC2 (3-[2-(4-Chloro-2-cyclopentylmethoxy-phenyl)-5,6-difluoro-benzoimidazol-1-ylmethyl]-benzoic acid), ClC1=CC(=C(C=C1)C1=NC2=C(N1CC=1C=C(C(=O)O)C=CC1)C=C(C(=C2)F)F)OCC2CCCC2 (3-[2-(4-Chloro-2-cyclopentylmethoxy-phenyl)-5,6-difluoro-benzoimidazol-1-ylmethyl]-benzoic acid), COC(COC1=CC=C(C=C1)CBr)=O ((4-bromomethyl-phenoxy)-acetic acid methyl ester). Product: COC(COC1=CC=C(C=C1)CN1C(=NC2=C1C=C(C(=C2)F)F)C2=C(C=C(C=C2)Cl)OC)=O ({4-[2-(4-Chloro-2-methoxy-phenyl)-5,6-difluoro-benzoimidazol-1-ylmethyl]-phenoxy}-acetic acid methyl ester). Reaction SMILES: [Cl:1][C:2]1[CH:7]=[CH:6][C:5]([C:8]2[N:12]([CH2:13][C:14]3[CH:19]=[CH:18][C:17](CCC(O)=O)=[CH:16][CH:15]=3)[C:11]3[CH:25]=[C:26]([F:30])[C:27]([F:29])=[CH:28][C:10]=3[N:9]=2)=[C:4]([O:31][CH2:32]C2CCCC2)[CH:3]=1.ClC1C=CC(C2N(CC3C=C(C=CC=3)C(O)=O)C3C=C(F)C(F)=CC=3N=2)=C(OCC2CCCC2)C=1.[CH3:73][O:74][C:75](=[O:86])[CH2:76][O:77]C1C=CC(CBr)=CC=1>>[CH3:73][O:74][C:75](=[O:86])[CH2:76][O:77][C:17]1[CH:18]=[CH:19][C:14]([CH2:13][N:12]2[C:11]3[CH:25]=[C:26]([F:30])[C:27]([F:29])=[CH:28][C:10]=3[N:9]=[C:8]2[C:5]2[CH:6]=[CH:7][C:2]([Cl:1])=[CH:3][C:4]=2[O:31][CH3:32])=[CH:15][CH:16]=1. Reported procedure: The title compound was prepared in analogy to Example 19, intermediate b, from 2-(4-chloro-2-methoxy-phenyl)-5,6-difluoro-1H-benzoimidazole (Example 19, intermediate c) and (4-bromomethyl-phenoxy)-acetic acid methyl ester (CAS Reg. No. 104508-23-8). Brown sticky solid (50%). MS (Turbo Spray): m/z=472.7 (M+H). The reactants are CC(=O)ON(C(=O)NN(C)C)C1c2ccccc2Oc2ccccc21, CC(=O)O, CO, [Na+], [OH-], O. The product is CN(C)NC(=O)N(O)C1c2ccccc2Oc2ccccc21. As a reaction SMILES: [C:1](=[O:2])([CH3:3])[O:4][N:5]([C:6]([NH:7][N:8]([CH3:9])[CH3:10])=[O:11])[CH:12]1[c:13]2[cH:14][cH:15][cH:16][cH:17][c:18]2[O:19][c:20]2[cH:21][cH:22][cH:23][cH:24][c:25]21.[CH3:28][C:29](=[O:30])[OH:31].[CH3:32][OH:33].[Na+:27].[OH-:26].[OH2:34]>>[OH:4][N:5]([C:6]([NH:7][N:8]([CH3:9])[CH3:10])=[O:11])[CH:12]1[c:13]2[cH:14][cH:15][cH:16][cH:17][c:18]2[O:19][c:20]2[cH:21][cH:22][cH:23][cH:24][c:25]21. The reactants are NC(CC(=O)N[C@H]1C(NC2=C(CC1)C=CC=C2)=O)(C)C (3-amino-3-methyl-N-[2,3,4,5-tetrahydro-2-oxo-1H-1-benzazepin-3(R)-yl]-butanamide), FC(C(=O)[O-])(F)F (trifluoroacetate), C(C1=CC=CC=C1)O[C@@H](C=O)C ((R)-2-benzyloxypropanal), C(C)OC([C@H](O)C)=O (ethyl-D-lactate), C25H33N3O3. Yields the product C(C1=CC=CC=C1)O[C@@H](CNC(CC(=O)N[C@H]1C(NC2=C(CC1)C=CC=C2)=O)(C)C)C (3-[2(R)-Benzyloxypropyl]amino-3-methyl-N-[2,3,4,5-tetrahydro-2-oxo-1H-1-benzazepin-3(R)-yl]-butanamide). RXN SMILES: [NH2:1][C:2]([CH3:20])([CH3:19])[CH2:3][C:4]([NH:6][C@@H:7]1[CH2:13][CH2:12][C:11]2[CH:14]=[CH:15][CH:16]=[CH:17][C:10]=2[NH:9][C:8]1=[O:18])=[O:5].FC(F)(F)C([O-])=O.[CH2:28]([O:35][C@H:36]([CH3:39])[CH:37]=O)[C:29]1[CH:34]=[CH:33][CH:32]=[CH:31][CH:30]=1.C(OC(=O)[C@@H](C)O)C>>[CH2:28]([O:35][C@H:36]([CH3:39])[CH2:37][NH:1][C:2]([CH3:20])([CH3:19])[CH2:3][C:4]([NH:6][C@@H:7]1[CH2:13][CH2:12][C:11]2[CH:14]=[CH:15][CH:16]=[CH:17][C:10]=2[NH:9][C:8]1=[O:18])=[O:5])[C:29]1[CH:34]=[CH:33][CH:32]=[CH:31][CH:30]=1. Procedure: Prepared from 3-amino-3-methyl-N-[2,3,4,5-tetrahydro-2-oxo-1H-1-benzazepin-3(R)-yl]-butanamide, trifluoroacetate (Example 107, Step C) and (R)-2-benzyloxypropanal (prepared from ethyl-D-lactate according to the procedure of Hanessian and Kloss, Tetrahedron Lett. 1985, 26, 1261-1264.) by the procedure described in Example 86, Step A. 1H NMR (200 Mhz,CD3OD): 1.31 (d,6 Hz,3H), 1.40 (s,3H), 1.43 (s,3H), 2.17 (m,1H), 2.30 (m,1H), 2.6-3.1 (m,5H), 3.22 (dd;3,12 Hz;1H), 3.86 (m,1H), 4.48 (dd;7,12 Hz;1H)... Reactants: C1CNCCN1, ClCCl, O=S(=O)(Cl)c1cc2cc(Cl)ccc2n1S(=O)(=O)c1ccccc1. Product: O=S(=O)(c1cc2cc(Cl)ccc2n1S(=O)(=O)c1ccccc1)N1CCNCC1. RXN SMILES: [CH2:24]1[CH2:25][NH:26][CH2:27][CH2:28][NH:29]1.[Cl:30][CH2:31][Cl:32].[c:1]1([S:7](=[O:8])(=[O:9])[n:10]2[c:11]([S:20](=[O:21])(=[O:22])[Cl:23])[cH:12][c:13]3[cH:14][c:15]([Cl:19])[cH:16][cH:17][c:18]23)[cH:2][cH:3][cH:4][cH:5][cH:6]1>>[c:1]1([S:7](=[O:8])(=[O:9])[n:10]2[c:11]([S:20](=[O:21])(=[O:22])[N:26]3[CH2:25][CH2:24][NH:29][CH2:28][CH2:27]3)[cH:12][c:13]3[cH:14][c:15]([Cl:19])[cH:16][cH:17][c:18]23)[cH:2][cH:3][cH:4][cH:5][cH:6]1.